This data is from the Open Reaction Database (ORD), a public repository of structured organic reaction records. The task is: describe an organic reaction: reactants, conditions, products, and yield Reactants: COc1cccc(Sc2ccc3c(c2)C=C(C)C(C)(C)O3)c1, ClCCl, [I-], [Li+], Cc1cc(C)nc(C)c1. Product: CC1=Cc2cc(Sc3cccc(O)c3)ccc2OC1(C)C. As a reaction SMILES: [CH3:1][O:2][c:3]1[cH:4][c:5]([S:9][c:10]2[cH:11][c:12]3[c:13]([cH:21][cH:22]2)[O:14][C:15]([CH3:19])([CH3:20])[C:16]([CH3:18])=[CH:17]3)[cH:6][cH:7][cH:8]1.[Cl:34][CH2:35][Cl:36].[I-:23].[Li+:24].[n:25]1[c:26]([CH3:27])[cH:28][c:29]([CH3:30])[cH:31][c:32]1[CH3:33]>>[OH:2][c:3]1[cH:4][c:5]([S:9][c:10]2[cH:11][c:12]3[c:13]([cH:21][cH:22]2)[O:14][C:15]([CH3:19])([CH3:20])[C:16]([CH3:18])=[CH:17]3)[cH:6][cH:7][cH:8]1. The reactants are CS(C)=O, CCN(C(C)C)C(C)C, COC(=O)c1ccc(Cl)nc1, Cc1onc(-c2ccc(F)cc2)c1CN. Yields the product COC(=O)c1ccc(NCc2c(-c3ccc(F)cc3)noc2C)nc1. As a reaction SMILES: [CH3:36][S:37]([CH3:38])=[O:39].[CH:27]([N:28]([CH2:29][CH3:30])[CH:31]([CH3:32])[CH3:33])([CH3:34])[CH3:35].[Cl:16][c:17]1[n:18][cH:19][c:20]([C:21](=[O:22])[O:23][CH3:24])[cH:25][cH:26]1.[F:1][c:2]1[cH:3][cH:4][c:5](-[c:8]2[n:9][o:10][c:11]([CH3:15])[c:12]2[CH2:13][NH2:14])[cH:6][cH:7]1>>[F:1][c:2]1[cH:3][cH:4][c:5](-[c:8]2[n:9][o:10][c:11]([CH3:15])[c:12]2[CH2:13][NH:14][c:17]2[n:18][cH:19][c:20]([C:21](=[O:22])[O:23][CH3:24])[cH:25][cH:26]2)[cH:6][cH:7]1. Starting materials: COC(OC)C(CN)SCc1ccccc1, CN(c1cc(OCCCS(C)(=O)=O)cc2cc(C(=O)O)[nH]c12)S(=O)(=O)c1ccccn1, CCN=C=NCCCN(C)C, CN(C)C=O, Cl, O, On1nnc2ccccc21. The product is COC(OC)C(CNC(=O)c1cc2cc(OCCCS(C)(=O)=O)cc(N(C)S(=O)(=O)c3ccccn3)c2[nH]1)SCc1ccccc1. As a reaction SMILES: [CH2:32]([c:33]1[cH:34][cH:35][cH:36][cH:37][cH:38]1)[S:39][CH:40]([CH2:41][NH2:42])[CH:43]([O:44][CH3:45])[O:46][CH3:47].[CH3:1][N:2]([c:3]1[cH:4][c:5]([O:15][CH2:16][CH2:17][CH2:18][S:19](=[O:20])(=[O:21])[CH3:22])[cH:6][c:7]2[cH:8][c:9]([C:12](=[O:13])[OH:14])[nH:10][c:11]12)[S:23](=[O:24])(=[O:25])[c:26]1[n:27][cH:28][cH:29][cH:30][cH:31]1.[CH3:59][N:60]([CH3:61])[CH2:62][CH2:63][CH2:64][N:65]=[C:66]=[N:67][CH2:68][CH3:69].[CH3:71][N:72]([CH3:73])[CH:74]=[O:75].[ClH:58].[OH2:70].[n:48]1([OH:49])[c:50]2[cH:51][cH:52][cH:53][cH:54][c:55]2[n:56][n:57]1>>[CH3:1][N:2]([c:3]1[cH:4][c:5]([O:15][CH2:16][CH2:17][CH2:18][S:19](=[O:20])(=[O:21])[CH3:22])[cH:6][c:7]2[cH:8][c:9]([C:12](=[O:13])[NH:42][CH2:41][CH:40]([S:39][CH2:32][c:33]3[cH:34][cH:35][cH:36][cH:37][cH:38]3)[CH:43]([O:44][CH3:45])[O:46][CH3:47])[nH:10][c:11]12)[S:23](=[O:24])(=[O:25])[c:26]1[n:27][cH:28][cH:29][cH:30][cH:31]1. The reactants are aqueous solution, [OH-].[Na+] (sodium hydroxide), [Br-].[Li+] (lithium bromide), three, ClCC(=O)C1=CN(C=C1)S(=O)(=O)C1=CC=C(C)C=C1 (3-Chloroacetyl-1Tosyl Pyrrole), COCCO (2-methoxy ethanol). Run in [Cl-].[Na+].O (brine). Conditions: time 24 hour. Yields the product COCCOCC(=O)C1=CNC=C1 (3-(2-Methoxy Ethoxy Acetyl) Pyrrole). The yield is 29.0%. RXN SMILES: Cl[CH2:2][C:3]([C:5]1[CH:9]=[CH:8][N:7](S(C2C=CC(C)=CC=2)(=O)=O)[CH:6]=1)=[O:4].[CH3:20][O:21][CH2:22][CH2:23][OH:24].[Br-].[Li+].[OH-].[Na+]>[Cl-].[Na+].O>[CH3:20][O:21][CH2:22][CH2:23][O:24][CH2:2][C:3]([C:5]1[CH:9]=[CH:8][NH:7][CH:6]=1)=[O:4] |f:2.3,4.5,6.7.8|. Procedure: In a 100 cm3 three neck flask fitted with a thermometer, a condenser with a bubbler and an argon inlet, 2.35 g of 3-chloroacetyl-l-tosyl pyrrole 3 (8 mmoles) was introduced together with 50 cm3 of 2-methoxy ethanol. 3 g of lithium bromide was added and the solution was set under reflux and argon flux during 24 hours. After cooling, 20 cm3 of 5 N aqueous solution of sodium hydroxide was added and the mixture was maintained under stirring at ambient temperature during 24 hours. 20 cm3 of brine was...